From a dataset of the Open Reaction Database (ORD), a public repository of structured organic reaction records. describe an organic reaction: reactants, conditions, products, and yield Reactants: C(C)(=O)C1=C(C=NC=C1)Cl (4-acetyl-3-chloropyridine), C(=O)NN (formic acid hydrazide). Run in C(C)O (ethanol). Yields the product ClC=1C=NC=CC1C(C)=NNC=O (formic acid [1-(3-chloro-4-pyridinyl)ethylidene]hydrazide). RXN SMILES: [C:1]([C:4]1[CH:9]=[CH:8][N:7]=[CH:6][C:5]=1[Cl:10])(=O)[CH3:2].[CH:11]([NH:13][NH2:14])=[O:12]>C(O)C>[Cl:10][C:5]1[CH:6]=[N:7][CH:8]=[CH:9][C:4]=1[C:1](=[N:14][NH:13][CH:11]=[O:12])[CH3:2]. Reported procedure: A mixture of 6.30 gm (0.0405 mole) of 4-acetyl-3-chloropyridine, 2.46 gm (0.041 mole) of formic acid hydrazide and 100 ml of ethanol was refluxed 18 hr. The mixture was chilled in the freezer to give a solid which was collected in two crops. The product was purified by chromatography [keiselgel 60 (230-400 mesh)] and eluting with 5% methanol/methylene chloride to give 2.56 gm (32%) of white flakes which have a melting point of 175.2° C. Reactants: C(C1=CC=CC=C1)N1C(CC(C1)C1(CC(C1)O)C(=O)OCC)=O (1-benzyl-4-[3-(ethoxycarbonyl)-1-hydroxycyclobutan-3-yl]-2-pyrrolidone), C([O-])(O)=O.[Na+] (sodium bicarbonate), C1(=CC=CC=C1)C (toluene), C(C)N(CC)S(F)(F)F (diethylaminosulfur trifluoride). Solvent: C(Cl)(Cl)Cl (chloroform), ClCCl (dichloromethane). Reaction conditions: time 20 hour. Product: C(C1=CC=CC=C1)N1C(CC(C1)C1(CC(C1)F)C(=O)OCC)=O (1-Benzyl-4-[3-(ethoxycarbonyl)-1-fluorocyclobutan-3-yl]-2-pyrrolidone). Isolated yield 80.0%. RXN SMILES: [CH2:1]([N:8]1[CH2:12][CH:11]([C:13]2([C:18]([O:20][CH2:21][CH3:22])=[O:19])[CH2:16][CH:15](O)[CH2:14]2)[CH2:10][C:9]1=[O:23])[C:2]1[CH:7]=[CH:6][CH:5]=[CH:4][CH:3]=1.C1(C)C=CC=CC=1.C(N(S(F)(F)[F:37])CC)C.C(=O)(O)[O-].[Na+]>C(Cl)(Cl)Cl.ClCCl>[CH2:1]([N:8]1[CH2:12][CH:11]([C:13]2([C:18]([O:20][CH2:21][CH3:22])=[O:19])[CH2:16][CH:15]([F:37])[CH2:14]2)[CH2:10][C:9]1=[O:23])[C:2]1[CH:7]=[CH:6][CH:5]=[CH:4][CH:3]=1 |f:3.4|. Procedure: A 495 mg (1.56 mmol) portion of 1-benzyl-4-[3-(ethoxycarbonyl)-1-hydroxycyclobutan-3-yl]-2-pyrrolidone (Isomer A) was dissolved in a mixed solvent consisting of 12 ml of toluene and 6 ml of dichloromethane to which, while cooling in an ice bath with stirring, was then added 839 μl (6.24 mmol) of diethylaminosulfur trifluoride, subsequently carrying out 20 hours of stirring at 40° C. While cooling in an ice bath with stirring, the reaction solution was alkalified by slowly adding saturated sodium...